Dataset: the Open Reaction Database (ORD), a public repository of structured organic reaction records. Task: describe an organic reaction: reactants, conditions, products, and yield Starting materials: C(C)OC(=O)C1CN(C(C1)=O)C1=CC=C(C=C1)O ((RS)-1-(4-hydroxyphenyl)-5-oxo-pyrrolidine-3-carboxylic acid ethyl ester). Run in C(C)O (ethanol). Yields the product COC(=O)C1CN(C(C1)=O)C1=CC=C(C=C1)O ((RS)-1-(4-Hydroxyphenyl)-5-oxo-pyrrolidine-3-carboxylic Acid Methyl Ester). As a reaction SMILES: [CH2:1]([O:3][C:4]([CH:6]1[CH2:10][C:9](=[O:11])[N:8]([C:12]2[CH:17]=[CH:16][C:15]([OH:18])=[CH:14][CH:13]=2)[CH2:7]1)=[O:5])C>C(O)C>[CH3:1][O:3][C:4]([CH:6]1[CH2:10][C:9](=[O:11])[N:8]([C:12]2[CH:13]=[CH:14][C:15]([OH:18])=[CH:16][CH:17]=2)[CH2:7]1)=[O:5]. Procedure details: In an analogous manner to that described in Example 1 b), the (RS)-1-(4-hydroxyphenyl)-5-oxo-pyrrolidine-3-carboxylic acid ethyl ester was obtained by reaction of the crude (RS)-1-(4-hydroxyphenyl)-5-oxo-pyrrolidine-3-carboxylic acid with ethanol as a white solid; MS: m/e=248 (M−H)+. Starting materials: [Al+3], O=C([O-])C(O)C(O)C(=O)[O-], CCCCCCCCCCC#CCO, CCOCC, [H-], [H-], [H-], [H-], [K+], [Li+], [Na+]. The product is CCCCCCCCCCC=CCO. Reaction SMILES: [Al+3:16].[C:21]([CH:22]([CH:23]([C:24]([O-:25])=[O:26])[OH:27])[OH:28])([O-:29])=[O:30].[CH2:1]([C:2]#[C:3][CH2:4][CH2:5][CH2:6][CH2:7][CH2:8][CH2:9][CH2:10][CH2:11][CH2:12][CH3:13])[OH:14].[CH3:33][CH2:34][O:35][CH2:36][CH3:37].[H-:15].[H-:18].[H-:19].[H-:20].[K+:31].[Li+:17].[Na+:32]>>[CH2:1]([CH:2]=[CH:3][CH2:4][CH2:5][CH2:6][CH2:7][CH2:8][CH2:9][CH2:10][CH2:11][CH2:12][CH3:13])[OH:14].